Dataset: the Open Reaction Database (ORD), a public repository of structured organic reaction records. Task: describe an organic reaction: reactants, conditions, products, and yield The reactants are C1CCOC1, CO, [K+], [K+], C[Si](C)(C)C#Cc1cc(C(=O)N=S(C)(=O)c2ccccc2)cnc1N, O=C([O-])[O-]. Yields the product C#Cc1cc(C(=O)N=S(C)(=O)c2ccccc2)cnc1N. As a reaction SMILES: [CH2:32]1[O:33][CH2:34][CH2:35][CH2:36]1.[CH3:37][OH:38].[K+:26].[K+:27].[NH2:1][c:2]1[n:3][cH:4][c:5]([C:6](=[O:7])[N:8]=[S:9]([c:10]2[cH:11][cH:12][cH:13][cH:14][cH:15]2)(=[O:16])[CH3:17])[cH:18][c:19]1[C:20]#[C:21][Si:22]([CH3:23])([CH3:24])[CH3:25].[O-:28][C:29]([O-:30])=[O:31]>>[NH2:1][c:2]1[n:3][cH:4][c:5]([C:6](=[O:7])[N:8]=[S:9]([c:10]2[cH:11][cH:12][cH:13][cH:14][cH:15]2)(=[O:16])[CH3:17])[cH:18][c:19]1[C:20]#[CH:21].